Dataset: the Open Reaction Database (ORD), a public repository of structured organic reaction records. Task: describe an organic reaction: reactants, conditions, products, and yield Starting materials: CCOC(=O)c1cnn(-c2ccc(OCCCN3CCCC3C)cc2)c1, Cl. The product is Cl, CC1CCCN1CCCOc1ccc(-n2cc(C(=O)O)cn2)cc1. RXN SMILES: [CH2:1]([CH3:2])[O:3][C:4](=[O:5])[c:6]1[cH:7][n:8][n:9](-[c:11]2[cH:12][cH:13][c:14]([O:17][CH2:18][CH2:19][CH2:20][N:21]3[CH:22]([CH3:26])[CH2:23][CH2:24][CH2:25]3)[cH:15][cH:16]2)[cH:10]1.[ClH:27]>>[ClH:27].[O:3]=[C:4]([OH:5])[c:6]1[cH:7][n:8][n:9](-[c:11]2[cH:12][cH:13][c:14]([O:17][CH2:18][CH2:19][CH2:20][N:21]3[CH:22]([CH3:26])[CH2:23][CH2:24][CH2:25]3)[cH:15][cH:16]2)[cH:10]1. The reactants are CC(=O)OC(C)=O, O, Cc1ccc(C(=O)O)cc1O, O=S(=O)(O)O. Product: CC(=O)Oc1cc(C(=O)O)ccc1C. As a reaction SMILES: [CH3:17][C:18](=[O:19])[O:20][C:21](=[O:22])[CH3:23].[OH2:24].[OH:1][c:2]1[cH:3][c:4]([C:5](=[O:6])[OH:7])[cH:8][cH:9][c:10]1[CH3:11].[S:12](=[O:13])(=[O:14])([OH:15])[OH:16]>>[O:1]([c:2]1[cH:3][c:4]([C:5](=[O:6])[OH:7])[cH:8][cH:9][c:10]1[CH3:11])[C:18]([CH3:17])=[O:19]. The reactants are [Cr](=O)(=O)([O-])Cl.[NH+]1=CC=CC=C1 (pyridinium chlorochromate), C(C1=CC=CC=C1)OC(=O)NCCO (2-benzyloxycarbonylaminoethanol), C(C)(=O)OCC.CCCCCC (ethyl acetate hexane). The solvent is ClCCl (dichloromethane), C(C)OCC (diethyl ether), ClCCl (dichloromethane). Run at time 10 minute. Product: C(C1=CC=CC=C1)OC(=O)NCC=O (2-Benzyloxycarbonylaminoethanal). Yield: 55.0%. As a reaction SMILES: [Cr](Cl)([O-])(=O)=O.[NH+]1C=CC=CC=1.[CH2:12]([O:19][C:20]([NH:22][CH2:23][CH2:24][OH:25])=[O:21])[C:13]1[CH:18]=[CH:17][CH:16]=[CH:15][CH:14]=1.C(OCC)(=O)C.CCCCCC>ClCCl.C(OCC)C>[CH2:12]([O:19][C:20]([NH:22][CH2:23][CH:24]=[O:25])=[O:21])[C:13]1[CH:18]=[CH:17][CH:16]=[CH:15][CH:14]=1 |f:0.1,3.4|. Reported procedure: This compound was prepared according to a modified literature procedure (Tetrahedron Lett. P184, 25, 5303). Under an atmosphere of argon, dry dichloromethane (30 ml) was added to powdered (3 Å) molecular sieves (2.13 g) which were previously dried for 2 hours. Solid pyridinium chlorochromate (5.50 g, 25.5 mmol) was then added and the mixture stirred at r.t. under argon for 10 minutes. A solution of 2-benzyloxycarbonylaminoethanol (prepared according to a literature procedure (Tetrahedron, 1991, ... Reactants: C(C)(C)(C)N1N=C(C=C1C1=CC=CC=C1)CCC=O (3-(1-tert-butyl-5-phenyl-1H-pyrazol-3-yl)propanal), [BH-](OC(=O)C)(OC(=O)C)OC(=O)C.[Na+] (NaBH(OAc)3), ClC1=CC=C(C=C1)N1CCNCC1 (1-(4-chlorophenyl)piperazine), CCN(C(C)C)C(C)C (DIPEA). Yields the product C(C)(C)(C)N1N=C(C=C1C1=CC=CC=C1)CCCN1CCN(CC1)C1=CC=C(C=C1)Cl (1-(3-(1-tert-butyl-5-phenyl-1H-pyrazol-3-yl)propyl)-4-(4-chlorophenyl)piperazine). RXN SMILES: [C:1]([N:5]1[C:9]([C:10]2[CH:15]=[CH:14][CH:13]=[CH:12][CH:11]=2)=[CH:8][C:7]([CH2:16][CH2:17][CH:18]=O)=[N:6]1)([CH3:4])([CH3:3])[CH3:2].[Cl:20][C:21]1[CH:26]=[CH:25][C:24]([N:27]2[CH2:32][CH2:31][NH:30][CH2:29][CH2:28]2)=[CH:23][CH:22]=1.CCN(C(C)C)C(C)C.[BH-](OC(C)=O)(OC(C)=O)OC(C)=O.[Na+]>>[C:1]([N:5]1[C:9]([C:10]2[CH:15]=[CH:14][CH:13]=[CH:12][CH:11]=2)=[CH:8][C:7]([CH2:16][CH2:17][CH2:18][N:30]2[CH2:29][CH2:28][N:27]([C:24]3[CH:23]=[CH:22][C:21]([Cl:20])=[CH:26][CH:25]=3)[CH2:32][CH2:31]2)=[N:6]1)([CH3:4])([CH3:3])[CH3:2] |f:3.4|. Reported procedure: 101 mg (68%) of target compound was obtained by using a method same as in Example 1 by using 3-(1-tert-butyl-5-phenyl-1H-pyrazol-3-yl)propanal (80 mg, 0.312 mmol), 1-(4-chlorophenyl)piperazine (84 mg, 0.312 mmol), DIPEA (82 mL, 0.468 mmol) and NaBH(OAc)3 (198 mg, 0.936 mmol). The reactants are NC1=CC2=C(CCN(CC2)C(=O)C2OCCOC2)C=C1 ((7-Amino-1,2,4,5-tetrahydro-3-benzazepin-3-yl)-1,4-dioxinan-2-yl-methanone), O1C(COCC1)C=O (1,4-dioxinan-2-yl-methanone), ClC1=NC=C(C(=N1)NC1=C(C(=O)NCC#C)C=CC=C1F)Cl (2-(2,5-Dichloro-pyrimidin-4-ylamino)-3-fluoro-N-prop-2-ynyl-benzamide). Yields the product ClC=1C(=NC(=NC1)NC1=CC2=C(CCN(CC2)C(=O)C2OCCOC2)C=C1)NC1=C(C(=O)NCC#C)C=CC=C1F (2-{5-Chloro-2-[3-([1,4]dioxane-2-carbonyl)-2,3,4,5-tetrahydro-1H-benzo[d]azepin-7-ylamino]-pyrimidin-4-ylamino}-3-fluoro-N-prop-2-ynyl-benzamide). Reaction SMILES: [NH2:1][C:2]1[CH:20]=[CH:19][C:5]2[CH2:6][CH2:7][N:8]([C:11]([CH:13]3[CH2:18][O:17][CH2:16][CH2:15][O:14]3)=[O:12])[CH2:9][CH2:10][C:4]=2[CH:3]=1.O1CCOCC1C=O.Cl[C:30]1[N:35]=[C:34]([NH:36][C:37]2[C:48]([F:49])=[CH:47][CH:46]=[CH:45][C:38]=2[C:39]([NH:41][CH2:42][C:43]#[CH:44])=[O:40])[C:33]([Cl:50])=[CH:32][N:31]=1>>[Cl:50][C:33]1[C:34]([NH:36][C:37]2[C:48]([F:49])=[CH:47][CH:46]=[CH:45][C:38]=2[C:39]([NH:41][CH2:42][C:43]#[CH:44])=[O:40])=[N:35][C:30]([NH:1][C:2]2[CH:20]=[CH:19][C:5]3[CH2:6][CH2:7][N:8]([C:11]([CH:13]4[CH2:18][O:17][CH2:16][CH2:15][O:14]4)=[O:12])[CH2:9][CH2:10][C:4]=3[CH:3]=2)=[N:31][CH:32]=1. Procedure: (7-Amino-1,2,4,5-tetrahydro-3-benzazepin-3-yl)-1,4-dioxinan-2-yl-methanone, prepared in a similar manner as 7-Amino-8-methoxy-1,2,4,5-tetrahydro-3-benzazepin-3-yl)-1,4-dioxinan-2-yl-methanone of Example 633b, was reacted with 2-(2,5-Dichloro-pyrimidin-4-ylamino)-3-fluoro-N-prop-2-ynyl-benzamide, in a similar manner as Example 601b, to yield desired product 2-{5-Chloro-2-[3-([1,4]dioxane-2-carbonyl)-2,3,4,5-tetrahydro-1H-benzo[d]azepin-7-ylamino]-pyrimidin-4-ylamino}-3-fluoro-N-prop-2-ynyl-benzam... Reactants: C1CCOC1, CCS(=O)(=O)c1ccc2c(c1)CCN2c1cc(OC2CCN(C(=O)n3ccnc3)CC2)ncn1, CC(C)(C)[O-], OC1CCC1, [K+], O. The product is CCS(=O)(=O)c1ccc2c(c1)CCN2c1cc(OC2CCN(C(=O)OC3CCC3)CC2)ncn1. As a reaction SMILES: [CH2:12]1[O:13][CH2:14][CH2:15][CH2:16]1.[CH2:17]([CH3:18])[S:19](=[O:20])(=[O:21])[c:22]1[cH:23][c:24]2[c:28]([cH:29][cH:30]1)[N:27]([c:31]1[n:32][cH:33][n:34][c:35]([O:37][CH:38]3[CH2:39][CH2:40][N:41]([C:44](=[O:45])[n:46]4[cH:47][cH:48][n:49][cH:50]4)[CH2:42][CH2:43]3)[cH:36]1)[CH2:26][CH2:25]2.[CH3:6][C:7]([CH3:8])([O-:9])[CH3:10].[CH:1]1([OH:5])[CH2:2][CH2:3][CH2:4]1.[K+:11].[OH2:51]>>[CH:1]1([O:5][C:44]([N:41]2[CH2:40][CH2:39][CH:38]([O:37][c:35]3[n:34][cH:33][n:32][c:31]([N:27]4[CH2:26][CH2:25][c:24]5[cH:23][c:22]([S:19]([CH2:17][CH3:18])(=[O:20])=[O:21])[cH:30][cH:29][c:28]54)[cH:36]3)[CH2:43][CH2:42]2)=[O:45])[CH2:2][CH2:3][CH2:4]1. Reaction SMILES: Cl.O1CCOCC1.[Cl:8][C:9]1[CH:10]=[CH:11][C:12]([CH2:33][NH:34][C:35]2[CH:40]=[CH:39][C:38]([C:41]3[CH:46]=[CH:45][CH:44]=[C:43]([O:47][C:48]([F:51])([F:50])[F:49])[CH:42]=3)=[CH:37][CH:36]=2)=[C:13]([C:15]2[CH:16]=[CH:17][C:18]([C:21]([NH:23][CH2:24][CH2:25][C:26]([O:28]C(C)(C)C)=[O:27])=[O:22])=[N:19][CH:20]=2)[CH:14]=1>>[Cl:8][C:9]1[CH:10]=[CH:11][C:12]([CH2:33][NH:34][C:35]2[CH:40]=[CH:39][C:38]([C:41]3[CH:46]=[CH:45][CH:44]=[C:43]([O:47][C:48]([F:51])([F:49])[F:50])[CH:42]=3)=[CH:37][CH:36]=2)=[C:13]([C:15]2[CH:16]=[CH:17][C:18]([C:21]([NH:23][CH2:24][CH2:25][C:26]([OH:28])=[O:27])=[O:22])=[N:19][CH:20]=2)[CH:14]=1. The product is ClC=1C=CC(=C(C1)C=1C=CC(=NC1)C(=O)NCCC(=O)O)CNC1=CC=C(C=C1)C1=CC(=CC=C1)OC(F)(F)F (3-(5-(5-chloro-2-(((3′-(trifluoromethoxy)-[1,1′-biphenyl]-4-yl)amino)methyl)phenyl)picolinamido)propanoic acid). Reactants: Cl (HCl), O1CCOCC1 (1,4-dioxane), ClC=1C=CC(=C(C1)C=1C=CC(=NC1)C(=O)NCCC(=O)OC(C)(C)C)CNC1=CC=C(C=C1)C1=CC(=CC=C1)OC(F)(F)F (tert-butyl 3-(5-(5-chloro-2-(((3′-(trifluoromethoxy)-[1,1′-biphenyl]-4-yl)amino)methyl)phenyl)picolinamido)propanoate). Reported procedure: A 4M HCl solution in 1,4-dioxane (3 mL, 12 mmol) was added to a tert-butyl 3-(5-(5-chloro-2-(((3′-(trifluoromethoxy)-[1,1′-biphenyl]-4-yl)amino)methyl)phenyl)picolinamido)propanoate (49 mg, 0.08 mmol) and the resulting mixture was stirred at room temperature. After 1.5 h the resulting mixture was concentrated in vacuo, triturated with MeOH (0.5 mL) and diethyl ether (5 mL), and filtered to yield the title compound.